This data is from the Open Reaction Database (ORD), a public repository of structured organic reaction records. The task is: describe an organic reaction: reactants, conditions, products, and yield Yields the product ClC1=C(C=C(C(=O)NCC2CCN(CC2)C(=O)C2=CC(=NO2)C2=CC=CC=C2)C=C1)OC (4-chloro-3-methoxy-N-({1-[(3-phenyl-5-isoxazolyl)carbonyl]-4-piperidinyl}methyl)benzamide). The yield is 42.8%. As a reaction SMILES: [C:1]1([C:7]2[CH:11]=[C:10]([C:12]([OH:14])=O)[O:9][N:8]=2)[CH:6]=[CH:5][CH:4]=[CH:3][CH:2]=1.Cl.C(N=C=NCCCN(C)C)C.O.ON1C2C=CC=CC=2N=N1.C(N(C(C)C)CC)(C)C.FC(F)(F)C(O)=O.[Cl:54][C:55]1[CH:70]=[CH:69][C:58]([C:59]([NH:61][CH2:62][CH:63]2[CH2:68][CH2:67][NH:66][CH2:65][CH2:64]2)=[O:60])=[CH:57][C:56]=1[O:71][CH3:72]>ClCCl>[Cl:54][C:55]1[CH:70]=[CH:69][C:58]([C:59]([NH:61][CH2:62][CH:63]2[CH2:64][CH2:65][N:66]([C:12]([C:10]3[O:9][N:8]=[C:7]([C:1]4[CH:2]=[CH:3][CH:4]=[CH:5][CH:6]=4)[CH:11]=3)=[O:14])[CH2:67][CH2:68]2)=[O:60])=[CH:57][C:56]=1[O:71][CH3:72] |f:1.2,3.4,6.7|. Solvent: ClCCl (dichloromethane). The reactants are FC(C(=O)O)(F)F.ClC1=C(C=C(C(=O)NCC2CCNCC2)C=C1)OC (4-chloro-3-methoxy-N-(4-piperidinylmethyl)benzamide Trifluoroacetate), C1(=CC=CC=C1)C1=NOC(=C1)C(=O)O (3-phenylisoxazole-5-carboxylic acid), Cl.C(C)N=C=NCCCN(C)C (1-ethyl-3-(3′-dimethylaminopropyl)carbodiimide hydrochloride), O.ON1N=NC2=C1C=CC=C2 (1-hyroxybenzotriazole hydrate), C(C)(C)N(CC)C(C)C (diisopropylethylamine). Procedure: A solution of 3-phenylisoxazole-5-carboxylic acid (0.075 g) in dichloromethane (1.6 mL) was treated with 1-ethyl-3-(3′-dimethylaminopropyl)carbodiimide hydrochloride (0.084 g), 1-hyroxybenzotriazole hydrate (0.067 g) and diisopropylethylamine (0.21 mL) and stirred for five minutes. The product prepared in Example 11 (0.17 g) was added and the mixture was stirred at room temperature overnight. The mixture was partitioned between 1 N hydrochloric acid and dichloromethane. The organic phase was dri... Run at time 5 minute. Reactants: C(C(C)C)OC(=O)Cl (isobutylchloroformate), anhydride, CC=1SC(=NN1)SCC1=C(N2C(C(C2SC1)N)=O)C(=O)O (3-[(2-methyl-1,3,4-thiadiazol-5-ylthio)methyl]-7-amino-8-oxo-5-thia-1-azabicyclo[4.2.0]oct-2-ene-2-carboxylic acid), ClCC1=CC=C(C=C1)NCC(=O)O (p-Chloromethylphenylglycine). Run in C(C)N(CC)CC (triethylamine), C(C)N(CC)CC (triethylamine). Yields the product O=C1CC2SCC=C(N12)C(=O)O (8-oxo-5-thia-1-azabicyclo[4.2.0]oct-2-ene-2-carboxylic acid). RXN SMILES: ClCC1C=CC(NCC(O)=O)=CC=1.C(OC(Cl)=O)C(C)C.CC1SC(SC[C:30]2[CH2:37][S:36][CH:35]3[N:32]([C:33](=[O:39])[CH:34]3N)[C:31]=2[C:40]([OH:42])=[O:41])=NN=1>C(N(CC)CC)C>[O:39]=[C:33]1[N:32]2[CH:35]([S:36][CH2:37][CH:30]=[C:31]2[C:40]([OH:42])=[O:41])[CH2:34]1. Procedure details: p-Chloromethylphenylglycine wherein the amino group is protected with tert-butoxycarbonyl is treated with isobutylchloroformate in the presence of triethylamine. The thus obtained anhydride is reacted with the triethylamine salt of 3-[(2-methyl-1,3,4-thiadiazol-5-ylthio)methyl]-7-amino-8-oxo-5-thia-1-azabicyclo[4.2.0]oct-2-ene-2-carboxylic acid at 0° C. for about 4 hours.The resulting product is isolated, and the amine protecting group is removed by acid hydrolysis to give 3-[(2-methyl-1,3,4-thi... The reactants are OCC1C(OC1=O)CCCCC(CC(C(C(=CC(=O)OC)C)O)(C)O)C (methyl 11-(3-hydroxymethyl-4-oxo-2-oxetanyl)-4,5-dihydroxy-3,5,7-trimethyl-2-undecenoate), CI (methyl iodide). The reagents and catalysts are [Ag]=O (silver oxide). Run in CCOC(=O)C (EtOAc). Reaction conditions: temperature 53 celsius. Yields the product COCC1C(OC1=O)CCCCC(CC(C(C(=CC(=O)OC)C)O)(C)O)C (methyl 11-(3-methoxymethyl-4-oxo-2-oxetanyl)-4,5-dihydroxy-3,5,7-trimethyl-2-undecenoate). RXN SMILES: [OH:1][CH2:2][CH:3]1[C:6](=[O:7])[O:5][CH:4]1[CH2:8][CH2:9][CH2:10][CH2:11][CH:12]([CH3:26])[CH2:13][C:14]([OH:25])([CH3:24])[CH:15]([OH:23])[C:16]([CH3:22])=[CH:17][C:18]([O:20][CH3:21])=[O:19].[CH3:27]I>CCOC(C)=O.[Ag]=O>[CH3:27][O:1][CH2:2][CH:3]1[C:6](=[O:7])[O:5][CH:4]1[CH2:8][CH2:9][CH2:10][CH2:11][CH:12]([CH3:26])[CH2:13][C:14]([OH:25])([CH3:24])[CH:15]([OH:23])[C:16]([CH3:22])=[CH:17][C:18]([O:20][CH3:21])=[O:19]. Reported procedure: 10 mg of methyl 11-(3-hydroxymethyl-4-oxo-2-oxetanyl)-4,5-dihydroxy-3,5,7-trimethyl-2-undecenoate in 2 ml of EtOAc was added 35 mg of silver oxide and 0.3 ml of methyl iodide. The mixture was heated at 53° C. overnight. The solution was filtered and concentrated by dryness. The product was purified by prep. TLC (EtOAc:Hexane=1:1) to afford methyl 11-(3-methoxymethyl-4-oxo-2-oxetanyl)-4,5-dihydroxy-3,5,7-trimethyl-2-undecenoate. ##STR26## The reactants are COC=1C=C(C(=O)N)C=CC1 (3-methoxybenzamide), [H-].[Na+] (NaH), COCCOC (DME). Conditions: temperature 110 celsius, time 30 minute. Yields the product COC=1C=C(C=CC1)C=1OCC(N1)=O (2-(3-methoxyphenyl)oxazol-4(5H)-one). Isolated yield 26.0%. As a reaction SMILES: [CH3:1][O:2][C:3]1[CH:4]=[C:5]([CH:9]=[CH:10][CH:11]=1)[C:6]([NH2:8])=[O:7].[H-].[Na+].C[O:15][CH2:16][CH2:17]OC>>[CH3:1][O:2][C:3]1[CH:4]=[C:5]([C:6]2[O:7][CH2:17][C:16](=[O:15])[N:8]=2)[CH:9]=[CH:10][CH:11]=1 |f:1.2|. Reported procedure: 2 g (1 eq) of 3-methoxybenzamide was mixed with 3.1 ml (2.7 eq) of chloroacethylchloride and the resulting mixture was heated at 110° C. for 1 h. After cooling, the resulting solid was recrystallized in CHCl3. The resulting solid was added to a suspension of NaH (489 mg, 1.1 eq) in DME at 0° C. After 30 min, the resulting mixture was refluxed for 5 h, cooled to RT and hydrolyzed, extracted with AcOEt, washed with NaCl salt and dried. The resulting solid was recrystallized in a mixture hexane/AcO...